From a dataset of the Open Reaction Database (ORD), a public repository of structured organic reaction records. describe an organic reaction: reactants, conditions, products, and yield The reactants are BrC1=CC(=C(C=C1)C(=O)N1CCN(CC1)C1=NC=C(C=C1C1CC1)C(F)(F)F)F ((4-bromo-2-fluorophenyl)[4-(3-cyclopropyl-5-trifluoromethylpyridin-2-yl)piperazin-1-yl]methanone), S1(NCCC1)(=O)=O (isothiazolidine 1,1-dioxide). Product: C1(CC1)C=1C(=NC=C(C1)C(F)(F)F)N1CCN(CC1)C(=O)C1=C(C=C(C=C1)N1S(CCC1)(=O)=O)F ([4-(3-cyclopropyl-5-trifluoromethylpyridin-2-yl)piperazin-1-yl][4-(1,1-dioxo-1λ6-isothiazolidin-2-yl)-2-fluorophenyl]methanone). Isolated yield 51.5%. Reaction SMILES: Br[C:2]1[CH:7]=[CH:6][C:5]([C:8]([N:10]2[CH2:15][CH2:14][N:13]([C:16]3[C:21]([CH:22]4[CH2:24][CH2:23]4)=[CH:20][C:19]([C:25]([F:28])([F:27])[F:26])=[CH:18][N:17]=3)[CH2:12][CH2:11]2)=[O:9])=[C:4]([F:29])[CH:3]=1.[S:30]1(=[O:36])(=[O:35])[CH2:34][CH2:33][CH2:32][NH:31]1>>[CH:22]1([C:21]2[C:16]([N:13]3[CH2:14][CH2:15][N:10]([C:8]([C:5]4[CH:6]=[CH:7][C:2]([N:31]5[CH2:32][CH2:33][CH2:34][S:30]5(=[O:36])=[O:35])=[CH:3][C:4]=4[F:29])=[O:9])[CH2:11][CH2:12]3)=[N:17][CH:18]=[C:19]([C:25]([F:28])([F:27])[F:26])[CH:20]=2)[CH2:24][CH2:23]1. Procedure: Using (4-bromo-2-fluorophenyl)[4-(3-cyclopropyl-5-trifluoromethylpyridin-2-yl)piperazin-1-yl]methanone (375 mg) described in Preparation Example 123 and isothiazolidine 1,1-dioxide (96 mg) and by the reaction and treatment in the same manner as in Example 4, the title compound (209 mg) was obtained. Starting materials: C([O-])([O-])=O.[Na+].[Na+] (sodium carbonate), Br.ClCCC1=CC=C(C=C1)C=1N=C(SC1)N (4-(4-(2-chloroethyl)phenyl)-2-aminothiazole hydrobromide), S1N=C(C2=C1C=CC=C2)N2CCNCC2 (N-(3-benzisothiazolyl) piperazine), [I-].[Na+] (sodium iodide), C(C)(C)N(CC)C(C)C (diisopropylethylamine). Run in CC(=O)CC(C)C (methylisobutylketone), C(C)(=O)OCC (ethyl acetate). The product is S1N=C(C2=C1C=CC=C2)N2CCN(CC2)CCC2=CC=C(C=C2)C=2N=C(SC2)N (4-(4-(2-(4 -(3-Benzisothiazolyl)piperazinyl)ethyl)phenyl)-2-aminothiazole). Reaction SMILES: Br.Cl[CH2:3][CH2:4][C:5]1[CH:10]=[CH:9][C:8]([C:11]2[N:12]=[C:13]([NH2:16])[S:14][CH:15]=2)=[CH:7][CH:6]=1.[S:17]1[C:21]2[CH:22]=[CH:23][CH:24]=[CH:25][C:20]=2[C:19]([N:26]2[CH2:31][CH2:30][NH:29][CH2:28][CH2:27]2)=[N:18]1.C(N(C(C)C)CC)(C)C.C(=O)([O-])[O-].[Na+].[Na+].[I-].[Na+]>C(OCC)(=O)C.CC(CC(C)C)=O>[S:17]1[C:21]2[CH:22]=[CH:23][CH:24]=[CH:25][C:20]=2[C:19]([N:26]2[CH2:27][CH2:28][N:29]([CH2:3][CH2:4][C:5]3[CH:10]=[CH:9][C:8]([C:11]4[N:12]=[C:13]([NH2:16])[S:14][CH:15]=4)=[CH:7][CH:6]=3)[CH2:30][CH2:31]2)=[N:18]1 |f:0.1,4.5.6,7.8|. Procedure: To a 50 ml round-bottomed flask equipped with condenser and N2 inlet were added 2.4 g (7.53 mmol) of 4-(4-(2-chloroethyl)phenyl)-2-aminothiazole hydrobromide, 1.65 g (7.53 mmol) of N-(3-benzisothiazolyl) piperazine (prepared according to the method of U.S. Pat. No. 4,411,901), 1.3 ml (7.53 mmol) of diisopropylethylamine, 1.6 g (15.1 mmol) of sodium carbonate, 2 mg of sodium iodide, and 25 ml of methylisobutylketone. The reaction was heated at reflux for 5 days, cooled, evaporated, and taken up i... Reactants: C(CCl)Cl (EDC), CC1=C(C(=O)O)C=CC(=C1)C (2,4-dimethylbenzoic acid), NaHCO3(sat), C(N)(=O)C1=C(C=C(C=C1)NC(C(CNC(OC(C)(C)C)=O)C1=CC=C(C=C1)CO)=O)F (tert-butyl 3-(4-carbamoyl-3-fluorophenylamino)-2-(4-(hydroxymethyl)phenyl)-3-oxopropylcarbamate). Reagents/catalysts: CN(C)C=1C=CN=CC1 (DMAP). The solvent is N1=CC=CC=C1 (pyridine). Reaction conditions: time 8 hour. Yields the product CC1=C(C(=O)OCC2=CC=C(C=C2)C(C(=O)NC2=CC(=C(C=C2)C(N)=O)F)CNC(=O)OC(C)(C)C)C=CC(=C1)C (4-(3-(tert-butoxycarbonylamino)-1-(4-carbamoyl-3-fluorophenylamino)-1-oxopropan-2-yl)benzyl 2,4-dimethylbenzoate). As a reaction SMILES: [C:1]([C:4]1[CH:9]=[CH:8][C:7]([NH:10][C:11](=[O:30])[CH:12]([C:22]2[CH:27]=[CH:26][C:25]([CH2:28][OH:29])=[CH:24][CH:23]=2)[CH2:13][NH:14][C:15](=[O:21])[O:16][C:17]([CH3:20])([CH3:19])[CH3:18])=[CH:6][C:5]=1[F:31])(=[O:3])[NH2:2].C(Cl)CCl.[CH3:36][C:37]1[CH:45]=[C:44]([CH3:46])[CH:43]=[CH:42][C:38]=1[C:39](O)=[O:40]>N1C=CC=CC=1.CN(C1C=CN=CC=1)C>[CH3:36][C:37]1[CH:45]=[C:44]([CH3:46])[CH:43]=[CH:42][C:38]=1[C:39]([O:29][CH2:28][C:25]1[CH:24]=[CH:23][C:22]([CH:12]([CH2:13][NH:14][C:15]([O:16][C:17]([CH3:20])([CH3:19])[CH3:18])=[O:21])[C:11]([NH:10][C:7]2[CH:8]=[CH:9][C:4]([C:1](=[O:3])[NH2:2])=[C:5]([F:31])[CH:6]=2)=[O:30])=[CH:27][CH:26]=1)=[O:40]. Reported procedure: To tert-butyl 3-(4-carbamoyl-3-fluorophenylamino)-2-(4-(hydroxymethyl)phenyl)-3-oxopropylcarbamate (E337-1) in pyridine was added was added EDC, DMAP, and 2,4-dimethylbenzoic acid, and the solution was stirred overnight at room temperature. The mixture was poured into NaHCO3(sat) and extracted with EtOAc. The organics were dried (MgSO4), filtered, and evaporated. Column chromatography (SiO2, 0-5% MeOH/CH2Cl2 gradient) gave pure 4-(3-(tert-butoxycarbonylamino)-1-(4-carbamoyl-3-fluorophenylamino)-...